From a dataset of the Open Reaction Database (ORD), a public repository of structured organic reaction records. describe an organic reaction: reactants, conditions, products, and yield The reactants are CCc1nc2ccc(NC(=O)c3ccc(CC(O)c4ccccn4)cc3)cn2c1C, CCN(CC)S(F)(F)F, ClC(Cl)Cl, [Na+], O=C([O-])O. Yields the product CCc1nc2ccc(NC(=O)c3ccc(CC(F)c4ccccn4)cc3)cn2c1C. Reaction SMILES: [CH2:10]([CH3:11])[c:12]1[n:13][c:14]2[n:15]([cH:16][c:17]([NH:20][C:21]([c:22]3[cH:23][cH:24][c:25]([CH2:28][CH:29]([c:30]4[n:31][cH:32][cH:33][cH:34][cH:35]4)[OH:36])[cH:26][cH:27]3)=[O:37])[cH:18][cH:19]2)[c:38]1[CH3:39].[CH2:1]([N:2]([S:3]([F:4])([F:5])[F:7])[CH2:6][CH3:8])[CH3:9].[CH:45]([Cl:46])([Cl:47])[Cl:48].[Na+:40].[OH:41][C:42](=[O:43])[O-:44]>>[F:7][CH:29]([CH2:28][c:25]1[cH:24][cH:23][c:22]([C:21]([NH:20][c:17]2[cH:16][n:15]3[c:14]([n:13][c:12]([CH2:10][CH3:11])[c:38]3[CH3:39])[cH:19][cH:18]2)=[O:37])[cH:27][cH:26]1)[c:30]1[n:31][cH:32][cH:33][cH:34][cH:35]1.